This data is from the Open Reaction Database (ORD), a public repository of structured organic reaction records. The task is: describe an organic reaction: reactants, conditions, products, and yield Starting materials: CC(=O)O[BH-](OC(C)=O)OC(C)=O, CC1(C)OC(=O)c2ccc(Oc3c(F)cc(C=O)cc3F)cc2O1, CC(C)CCN, ClCCCl, [K+], [Na+], [OH-]. Product: CC(C)CCNCc1cc(F)c(Oc2ccc3c(c2)OC(C)(C)OC3=O)c(F)c1. Reaction SMILES: [C:31]([O:32][BH-:33]([O:34][C:35](=[O:36])[CH3:37])[O:38][C:39](=[O:40])[CH3:41])(=[O:42])[CH3:43].[CH3:1][C:2]1([CH3:24])[O:3][c:4]2[c:5]([cH:9][cH:10][c:11]([O:13][c:14]3[c:15]([F:23])[cH:16][c:17]([CH:18]=[O:19])[cH:20][c:21]3[F:22])[cH:12]2)[C:6](=[O:8])[O:7]1.[CH3:25][CH:26]([CH2:27][CH2:28][NH2:29])[CH3:30].[Cl:47][CH2:48][CH2:49][Cl:50].[K+:46].[Na+:44].[OH-:45]>>[CH3:1][C:2]1([CH3:24])[O:3][c:4]2[c:5]([cH:9][cH:10][c:11]([O:13][c:14]3[c:15]([F:23])[cH:16][c:17]([CH2:18][NH:29][CH2:28][CH2:27][CH:26]([CH3:25])[CH3:30])[cH:20][c:21]3[F:22])[cH:12]2)[C:6](=[O:8])[O:7]1. Reactants: [Mg] (magnesium), CCCCCCCCCC=1C=CC(=CC1)O (nonylphenol), [Mg] (magnesium), [Mg] (Magnesium), [Mg] (magnesium), CO (methanol). Product: C(CCCCCCCC)C1=C([O-])C=CC=C1.[Mg+2].C(CCCCCCCC)C1=C([O-])C=CC=C1 (Magnesium nonylphenoxide). Reaction SMILES: [Mg:1].[CH3:2][CH2:3][CH2:4][CH2:5][CH2:6][CH2:7][CH2:8][CH2:9][CH2:10][C:11]1[CH:12]=[CH:13][C:14](O)=[CH:15][CH:16]=1.[CH3:18][OH:19]>>[CH2:10]([C:11]1[CH:12]=[CH:13][CH:14]=[CH:15][C:16]=1[O-:19])[CH2:9][CH2:8][CH2:7][CH2:6][CH2:5][CH2:4][CH2:3][CH3:2].[Mg+2:1].[CH2:7]([C:6]1[CH:5]=[CH:4][CH:3]=[CH:2][C:18]=1[O-:19])[CH2:8][CH2:9][CH2:10][CH2:11][CH2:16][CH2:15][CH2:14][CH3:13] |f:3.4.5|. Reported procedure: Magnesium nonylphenoxide was prepared by reacting magnesium turnings (52 grams) with methanol (100 grams) in a three-liter three-neck flask fitted with stirrer, condenser, thermometer and nitrogen inlet. Magnesium turnings were added in 5-gram portions every 10 minutes and the exothermio reaction was controlled at 35° to 45° C. with the aid of an ice water bath. When all the magnesium was reacted, nonylphenol (880 grams) was added. The resulting solution contained 2.7% soluble magnesium accordin... Starting materials: ClC1=C(C=CC(=C1)Cl)N=C=S (2,4-Dichloro-1-isothiocyanatobenzene), NC=1C=C(C(=O)OC)C=CC1N (methyl 3,4-diaminobenzoate). Yields the product COC(=O)C1=CC2=C(N=C(N2)NC2=C(C=C(C=C2)Cl)Cl)C=C1 (2-(2,4-dichlorophenylamino)-3H-benzimidazole-5-carboxylic acid methyl ester). As a reaction SMILES: [Cl:1][C:2]1[CH:7]=[C:6]([Cl:8])[CH:5]=[CH:4][C:3]=1[N:9]=[C:10]=S.[NH2:12][C:13]1[CH:14]=[C:15]([CH:20]=[CH:21][C:22]=1[NH2:23])[C:16]([O:18][CH3:19])=[O:17]>>[CH3:19][O:18][C:16]([C:15]1[CH:20]=[CH:21][C:22]2[N:23]=[C:10]([NH:9][C:3]3[CH:4]=[CH:5][C:6]([Cl:8])=[CH:7][C:2]=3[Cl:1])[NH:12][C:13]=2[CH:14]=1)=[O:17]. Reported procedure: 2,4-Dichloro-1-isothiocyanatobenzene (5 mmol) and methyl 3,4-diaminobenzoate (5 mmol) were reacted, following general procedure B, to yield 2-(2,4-dichlorophenylamino)-3H-benzimidazole-5-carboxylic acid methyl ester, which was purified by silica gel chromatography using DCM/ethyl acetate as eluent. Product: CC(CCNC1=NC2=CC=CC=C2C(=N1)NCC1=CC=C(C=C1)C=1C(=CC=CC1)C(=O)O)C (4'-[[[2-[(3-methylbutyl)amino]-4-quinazolinyl]amino]methyl][1,1'-biphenyl]-2-carboxylic acid). Run at time 72 hour. The solvent is O1CCOCC1 (dioxane). The reactants are COC(=O)C=1C(=CC=CC1)C1=CC=C(C=C1)CNC1=NC(=NC2=CC=CC=C12)NCCC(C)C (4'-[[[2-[(3-methylbutyl)amino]-4-quinazolinyl]amino]methyl][1,1'-biphenyl]-2-carboxylic acid methyl ester), [OH-].[Na+] (sodium hydroxide), Cl (hydrochloric acid). Reported procedure: To 10 mL of dioxane was added 0.159 g of 4'-[[[2-[(3-methylbutyl)amino]-4-quinazolinyl]amino]methyl][1,1'-biphenyl]-2-carboxylic acid methyl ester and 2 mL of 0.5N aqueous sodium hydroxide. The resulting solution was stirred at room temperature for 72 hours. All solvents were moved and the residue was neutralized with 0.1N hydrochloric acid. The resulting precipitate was collected, washed with water and dried. (0.14 g, 93%) (M.P.=195°-205° C., decomp): 1H NMR (DMSO-d6, 300 MHz) δ 8.43 (bs, 1H), ... RXN SMILES: C[O:2][C:3]([C:5]1[C:6]([C:11]2[CH:16]=[CH:15][C:14]([CH2:17][NH:18][C:19]3[C:28]4[C:23](=[CH:24][CH:25]=[CH:26][CH:27]=4)[N:22]=[C:21]([NH:29][CH2:30][CH2:31][CH:32]([CH3:34])[CH3:33])[N:20]=3)=[CH:13][CH:12]=2)=[CH:7][CH:8]=[CH:9][CH:10]=1)=[O:4].[OH-].[Na+].Cl>O1CCOCC1>[CH3:33][CH:32]([CH3:34])[CH2:31][CH2:30][NH:29][C:21]1[N:20]=[C:19]([NH:18][CH2:17][C:14]2[CH:13]=[CH:12][C:11]([C:6]3[C:5]([C:3]([OH:4])=[O:2])=[CH:10][CH:9]=[CH:8][CH:7]=3)=[CH:16][CH:15]=2)[C:28]2[C:23](=[CH:24][CH:25]=[CH:26][CH:27]=2)[N:22]=1 |f:1.2|. Starting materials: CCOCC.CCCCCC (ether hexane), ClC1=CC(=NC=N1)N (6-chloropyrimidin-4-amine), ClC1=C(C(=O)Cl)C(=CC=C1)Cl (2,6-dichlorobenzoyl chloride), [H-].[Na+] (sodium hydride). Solvent: CN(C)C=O (DMF). Reaction conditions: temperature 0 celsius, time 10 minute. The product is ClC1=CC(=NC=N1)NC(C1=C(C=CC=C1Cl)Cl)=O (N-(6-chloropyrimidin-4-yl)-2,6-dichlorobenzamide). Yield: 64.5%. As a reaction SMILES: [Cl:1][C:2]1[N:7]=[CH:6][N:5]=[C:4]([NH2:8])[CH:3]=1.[H-].[Na+].[Cl:11][C:12]1[CH:20]=[CH:19][CH:18]=[C:17]([Cl:21])[C:13]=1[C:14](Cl)=[O:15].CCOCC.CCCCCC>CN(C=O)C>[Cl:1][C:2]1[N:7]=[CH:6][N:5]=[C:4]([NH:8][C:14](=[O:15])[C:13]2[C:12]([Cl:11])=[CH:20][CH:19]=[CH:18][C:17]=2[Cl:21])[CH:3]=1 |f:1.2,4.5|. Reported procedure: To a cooled (0° C.) solution of 6-chloropyrimidin-4-amine (1.295 g, 10 mmol) in DMF (25 mL) was added sodium hydride (1.2 g, 30 mmol, 60% dispersion in mineral oil) in one portion. The mixture was stirred at 0° C. for 10 min and then 2,6-dichlorobenzoyl chloride (2.304 g, 11 mmol) was added dropwise. The mixture was warmed to room temperature and stirred under nitrogen overnight. The mixture was quenched with ice water and the resulting precipitate was collected by filtration. The solid was wash... The reactants are C([C@H](O)[C@H](O)[C@H](O)CO)O (ribitol), C(C(O)C(O)C(O)C(O)CO)O (D,L-talitol), C([C@H]([C@H]([C@H]([C@H](CO)O)O)O)O)O (allodulcitol), D,L-arabitol, C(C(O)C(O)C(O)C(O)CO)O (D,L-mannitol), C([C@H]([C@@H]([C@@H]([C@H](CO)O)O)O)O)O (dulcitol), C(C(O)C(O)C(O)C(O)CO)O (D,L-iditol), OCC(O)C(O)C(O)C(O)CO (D,L-sorbitol), sugar-alcohol, C([C@H](O)[C@@H](O)[C@H](O)CO)O (xylitol). Yields the product C([C@@H]1[C@H]([C@@H]([C@H]([C@H](O1)O[C@H]([C@@H](CO)O)[C@@H]([C@H](CO)O)O)O)O)O)O (maltitol), C([C@@H]1[C@H]([C@@H]([C@H]([C@H](O1)O[C@@H]2[C@H](O[C@H]([C@@H]([C@H]2O)O)O)CO)O)O)O)O (maltose), starch. As a reaction SMILES: C(O)[C@@H]([C@@H]([C@@H](CO)O)O)O.C(O)[C@@H]([C@H]([C@@H](CO)O)O)O.[OH:21][CH2:22][CH:23]([CH:25]([CH:27]([CH:29]([CH2:31][OH:32])[OH:30])[OH:28])[OH:26])[OH:24].[CH2:33]([OH:44])[C@@H:34]([OH:43])[C@H:35]([OH:42])[C@H:36]([OH:41])[C@@H:37]([OH:40])[CH2:38][OH:39].[CH2:45]([OH:56])[C@@H:46]([OH:55])[C@@H:47]([OH:54])[C@@H:48]([OH:53])[C@@H:49]([OH:52])[CH2:50][OH:51]>>[CH2:31]([OH:32])[C@H:29]1[O:30][C@H:22]([O:21][C@@H:35]([C@H:36]([OH:41])[C@@H:37]([OH:40])[CH2:38][OH:39])[C@H:34]([OH:43])[CH2:33][OH:44])[C@H:23]([OH:24])[C@@H:25]([OH:26])[C@@H:27]1[OH:28].[CH2:38]([OH:39])[C@H:37]1[O:44][C@H:33]([O:54][C@H:47]2[C@H:48]([OH:53])[C@@H:49]([OH:52])[C@H:50]([OH:51])[O:55][C@@H:46]2[CH2:45][OH:56])[C@H:34]([OH:43])[C@@H:35]([OH:42])[C@@H:36]1[OH:41]. Procedure details: Examples of the sugar-alcohol include D,L-arabitol, ribitol, xylitol, D,L-sorbitol, D,L-mannitol, D,L-iditol, D,L-talitol, dulcitol and allodulcitol. In addition, maltitol resulting from the hydrogenation of maltose as a disaccharide and a reduction product (reduced starch syrup) obtained by the hydrogenation of oligosaccharide may be suitably used.